Dataset: the Open Reaction Database (ORD), a public repository of structured organic reaction records. Task: describe an organic reaction: reactants, conditions, products, and yield Reactants: C(#N)C1=C(C=C(CN2C=NC=C2CO)C=C1)F (1-(4-cyano-3-fluorobenzyl)-5-(hydroxymethyl)imidazole), C1(=CC=CC=C1)P(C1=CC=CC=C1)C1=CC=CC=C1 (triphenylphosphine), CCOC(=O)/N=N/C(=O)OCC (diethylazodicarboxylate), OC=1C=C(C=CC1)CCC(=O)O (3-(3-hydroxyphenyl)propionic acid), C1(=CC=CC=C1)P(C1=CC=CC=C1)C1=CC=CC=C1 (triphenylphosphine), CCOC(=O)/N=N/C(=O)OCC (diethylazodicarboxylate). Solvent: C1CCOC1 (THF), C1CCOC1 (THF). Reaction conditions: time 10 minute. The product is C(#N)C1=C(C=C(CN2C=NC=C2COC(CCC2=CC(=CC=C2)O)=O)C=C1)F (1-(4-cyano-3-fluorobenzyl)-5-[((3-(3-hydroxyphenyl)propionyl)oxy)methyl]imidazole). As a reaction SMILES: [C:1]([C:3]1[CH:16]=[CH:15][C:6]([CH2:7][N:8]2[C:12]([CH2:13][OH:14])=[CH:11][N:10]=[CH:9]2)=[CH:5][C:4]=1[F:17])#[N:2].C1(P(C2C=CC=CC=2)C2C=CC=CC=2)C=CC=CC=1.CCOC(/N=N/C(OCC)=O)=O.[OH:49][C:50]1[CH:51]=[C:52]([CH2:56][CH2:57][C:58](O)=[O:59])[CH:53]=[CH:54][CH:55]=1>C1COCC1>[C:1]([C:3]1[CH:16]=[CH:15][C:6]([CH2:7][N:8]2[C:12]([CH2:13][O:14][C:58](=[O:59])[CH2:57][CH2:56][C:52]3[CH:53]=[CH:54][CH:55]=[C:50]([OH:49])[CH:51]=3)=[CH:11][N:10]=[CH:9]2)=[CH:5][C:4]=1[F:17])#[N:2]. Procedure: To a solution of the alcohol from Step F (79.7 mg, 0.345 mmol) and triphenylphosphine (90.0 mg, 0.345 mmol) in 0.5 mL of THF was added a solution of diethylazodicarboxylate (0.054 mL, 0.345 mmol) and 3-(3-hydroxyphenyl)propionic acid (57 mg, 0.34 mmol) in 0.5 mL of THF. After 10 minutes, HPLC analysis indicated 60% conversion. Additional triphenylphosphine (45 mg, 0.17 mmol) and diethylazodicarboxylate (0.027 mL, 0.17 mmol) were added, and the reaction was stirred for 10 more minutes. The soluti...